This data is from the Open Reaction Database (ORD), a public repository of structured organic reaction records. The task is: describe an organic reaction: reactants, conditions, products, and yield Starting materials: ClC=1C=NC(=C(C(=O)NCC2=CC=C(C=C2)C(C)(C)O)C1)OC1=CC=C(C=C1)F (5-Chloro-2-(4-fluoro-phenoxy)-N-[4-(1-hydroxy-1-methyl-ethyl)-benzyl]-nicotinamide), C[Si](C)(C)C#N (Trimethylsilyl cyanide), [Sn](Cl)(Cl)(Cl)Cl (tin(IV)chloride), C([O-])([O-])=O.[K+].[K+] (Potassium carbonate), O.O.[F-].[K+] (potassium fluoride dihydrate). Solvent: ClCCl (dichloromethane), O (water). Conditions: temperature 0 celsius. Product: ClC=1C=NC(=C(C(=O)NCC2=CC=C(C=C2)C(C)(C)C#N)C1)OC1=CC=C(C=C1)F (5-Chloro-N-[4-(cyano-dimethyl-methyl)-benzyl]-2-(4-fluoro-phenoxy)-nicotinamide). As a reaction SMILES: [Cl:1][C:2]1[CH:3]=[N:4][C:5]([O:22][C:23]2[CH:28]=[CH:27][C:26]([F:29])=[CH:25][CH:24]=2)=[C:6]([CH:21]=1)[C:7]([NH:9][CH2:10][C:11]1[CH:16]=[CH:15][C:14]([C:17](O)([CH3:19])[CH3:18])=[CH:13][CH:12]=1)=[O:8].C[Si]([C:34]#[N:35])(C)C.[Sn](Cl)(Cl)(Cl)Cl.C(=O)([O-])[O-].[K+].[K+].O.O.[F-].[K+]>ClCCl.O>[Cl:1][C:2]1[CH:3]=[N:4][C:5]([O:22][C:23]2[CH:24]=[CH:25][C:26]([F:29])=[CH:27][CH:28]=2)=[C:6]([CH:21]=1)[C:7]([NH:9][CH2:10][C:11]1[CH:12]=[CH:13][C:14]([C:17]([C:34]#[N:35])([CH3:19])[CH3:18])=[CH:15][CH:16]=1)=[O:8] |f:3.4.5,6.7.8.9|. Procedure: 5-Chloro-2-(4-fluoro-phenoxy)-N-[4-(1-hydroxy-1-methyl-ethyl)-benzyl]-nicotinamide (1.61 g) was dissolved in anhydrous dichloromethane (40 mL) and cooled to 0° C. in an ice bath. Trimethylsilyl cyanide (7.8 mL) was added, followed by tin(IV)chloride (1.0 M solution in dichloromethane; 1.6 mL) added slowly over 15 min. The reaction mixture was sealed under nitrogen and allowed to warm slowly to ambient temperature overnight while stirring. Potassium carbonate (7.56 g), potassium fluoride dihydrat... Reactants: Cl (HCl), C1(=CC=CC=C1)SC (thioanisole), C(CC)(=O)Cl (propionyl chloride), [Al+3].[Cl-].[Cl-].[Cl-] (AlCl3). The solvent is O (water), ClC(C)Cl (dichloroethane). Conditions: time 12 hour. Product: CSC1=CC=C(C=C1)C(CC)=O (1(4-methylthiophenyl)-1-propanone). Reaction SMILES: [C:1]1([S:7][CH3:8])[CH:6]=[CH:5][CH:4]=[CH:3][CH:2]=1.[C:9](Cl)(=[O:12])[CH2:10][CH3:11].[Al+3].[Cl-].[Cl-].[Cl-].Cl>ClC(Cl)C.O>[CH3:8][S:7][C:1]1[CH:6]=[CH:5][C:4]([C:9](=[O:12])[CH2:10][CH3:11])=[CH:3][CH:2]=1 |f:2.3.4.5|. Reported procedure: To a mixture of thioanisole (5.0 g) and propionyl chloride (3.9 ml) at 0° C. in dichloroethane (80 ml) was added AlCl3 (6.4 g) in portions. The mixture was stirred 12 hours at ambient temperature, poured into water (200 ml) and conc. HCl (2 ml), then extracted with CH2Cl2. The extract was reduced to dryness to provide the title compound mp 60°-61° C. after purification by chromatography on silica gel. Starting materials: ClCCNC(OCC)=O (ethyl (2-chloroethyl)carbamate), O.Br.Br.Br.N1CCC(CC1)NC1=NC2=C(N1CC=1N=CSC1)C=CC=C2 (N-(4-piperidinyl)-1-(4-thiazolylmethyl)-1H-benzimidazol-2-amine trihydrobromide monohydrate), C([O-])([O-])=O.[Na+].[Na+] (sodium carbonate), [I-].[Na+] (sodium iodide). Solvent: CN(C(C)=O)C (N,N-dimethylacetamide), O (Water). Reaction conditions: temperature 75 celsius, time 8 hour. Yields the product S1C=NC(=C1)CN1C(=NC2=C1C=CC=C2)NC2CCN(CC2)CCNC(OCC)=O (ethyl [2-[4-[[1-(4-thiazolylmethyl)-1H-benzimidazol-2-yl]amino]-1-piperidinyl]ethyl]carbamate), intermediate 133. As a reaction SMILES: Cl[CH2:2][CH2:3][NH:4][C:5](=[O:9])[O:6][CH2:7][CH3:8].O.Br.Br.Br.[NH:14]1[CH2:19][CH2:18][CH:17]([NH:20][C:21]2[N:25]([CH2:26][C:27]3[N:28]=[CH:29][S:30][CH:31]=3)[C:24]3[CH:32]=[CH:33][CH:34]=[CH:35][C:23]=3[N:22]=2)[CH2:16][CH2:15]1.C(=O)([O-])[O-].[Na+].[Na+].[I-].[Na+]>O.CN(C)C(=O)C>[S:30]1[CH:31]=[C:27]([CH2:26][N:25]2[C:24]3[CH:32]=[CH:33][CH:34]=[CH:35][C:23]=3[N:22]=[C:21]2[NH:20][CH:17]2[CH2:18][CH2:19][N:14]([CH2:2][CH2:3][NH:4][C:5](=[O:9])[O:6][CH2:7][CH3:8])[CH2:15][CH2:16]2)[N:28]=[CH:29]1 |f:1.2.3.4.5,6.7.8,9.10|. Procedure: A mixture of 5.4 parts of ethyl (2-chloroethyl)carbamate, 19 parts of N-(4-piperidinyl)-1-(4-thiazolylmethyl)-1H-benzimidazol-2-amine trihydrobromide monohydrate, 15 parts of sodium carbonate, 0.2 parts of sodium iodide and 90 parts of N,N-dimethylacetamide was stirred overnight at about 75° C. Water was added and the product was extracted with 4-methyl-2-pentanone. The extract was dried, filtered and evaporated, yielding 14 parts of ethyl [2-[4-[[1-(4-thiazolylmethyl)-1H-benzimidazol-2-yl]amino... The reactants are NC=1C(=NC(=CC1N)Cl)C#N (3,4-diamino-6-chloropicolinonitrile), C(C)OC(OCC)OCC (triethylorthoformate), CC(=O)O (AcOH). Run in C(Cl)Cl (DCM). Product: ClC1=CC2=C(C(=N1)C#N)N=CN2 (6-chloro-1H-imidazo[4,5-c]pyridine-4-carbonitrile). Reaction SMILES: [NH2:1][C:2]1[C:3]([C:10]#[N:11])=[N:4][C:5]([Cl:9])=[CH:6][C:7]=1[NH2:8].[CH2:12](OC(OCC)OCC)C.CC(O)=O>C(Cl)Cl>[Cl:9][C:5]1[N:4]=[C:3]([C:10]#[N:11])[C:2]2[N:1]=[CH:12][NH:8][C:7]=2[CH:6]=1. Reported procedure: A mixture of 3,4-diamino-6-chloropicolinonitrile (3.2 g), triethylorthoformate (16 ml) and AcOH (5.4 ml) was heated to 150° C. in DCM (16 ml) in a microwave for 15 minutes. Solvent was evaporated, residue was dissolved in EtOAc (250 mL) and washed with water (150 mL). Organic layer was dried over sodium sulphate. Solvent was evaporated under reduced pressure to yield 6-chloro-1H-imidazo[4,5-c]pyridine-4-carbonitrile (2.2 g). Starting materials: Br.BrCCN (2-bromoethylamine hydrobromide), CN (Methylamine), C(#N)P(OCC)([O-])=O (ethyl cyanophosphonate), N1(CCCC1)C(=O)N1CC=2N(C3=CC=CC=C13)C=NC2C(=O)O (4,5-dihydro-5-[(pyrrolidino)carbonyl]imidazo[1,5-a]quinoxaline-3-carboxylic acid). The solvent is ClCCl (dichloromethane). Conditions: time 40 minute. The product is O1C(=NCC1)C=1N=CN2C1CN(C1=CC=CC=C21)C(=O)N2CCCC2 (4,5-Dihydro-3-(oxazolin-2-yl)-5-[(pyrrolidino)carbonyl]imidazo[1,5-a]quinoxaline). RXN SMILES: [N:1]1([C:6]([N:8]2[C:17]3[C:12](=[CH:13][CH:14]=[CH:15][CH:16]=3)[N:11]3[CH:18]=[N:19][C:20]([C:21]([OH:23])=O)=[C:10]3[CH2:9]2)=[O:7])[CH2:5][CH2:4][CH2:3][CH2:2]1.CN.C(P(=O)([O-])OCC)#N.Br.Br[CH2:36][CH2:37][NH2:38]>ClCCl>[O:23]1[CH2:36][CH2:37][N:38]=[C:21]1[C:20]1[N:19]=[CH:18][N:11]2[C:12]3[C:17](=[CH:16][CH:15]=[CH:14][CH:13]=3)[N:8]([C:6]([N:1]3[CH2:2][CH2:3][CH2:4][CH2:5]3)=[O:7])[CH2:9][C:10]=12 |f:3.4|. Procedure details: To a mixture of 4,5-dihydro-5-[(pyrrolidino)carbonyl]imidazo[1,5-a]quinoxaline-3-carboxylic acid (I, EXAMPLE 322, 1.03 g) and 25 ml of dichloromethane cooled at 0° in an ice bath are added 1.15 ml of Methylamine and 0.650 ml) of ethyl cyanophosphonate, followed immediately by 0.811 g of 2-bromoethylamine hydrobromide. The ice bath is then removed and the reaction is stirred for 40 min. Aqueous sodium bicarbonate is then added. The mixture is stirred for 10 min and then partitioned with dichlorom... Starting materials: CCOC(=O)CBr, O=C([O-])[O-], CN(C)C=O, CCOC(C)=O, O=C1c2ccccc2C(=O)N1c1cc(S(=O)(=O)N2CCCCc3ccccc32)c(O)cc1Cl, [K+], [K+]. Product: CCOC(=O)COc1cc(Cl)c(N2C(=O)c3ccccc3C2=O)cc1S(=O)(=O)N1CCCCc2ccccc21. As a reaction SMILES: [Br:40][CH2:41][C:42](=[O:43])[O:44][CH2:45][CH3:46].[C:34](=[O:35])([O-:36])[O-:37].[CH3:47][N:48]([CH3:49])[CH:50]=[O:51].[CH3:52][CH2:53][O:54][C:55](=[O:56])[CH3:57].[Cl:1][c:2]1[c:3]([N:23]2[C:24](=[O:33])[c:25]3[cH:26][cH:27][cH:28][cH:29][c:30]3[C:31]2=[O:32])[cH:4][c:5]([S:9](=[O:10])(=[O:11])[N:12]2[CH2:13][CH2:14][CH2:15][CH2:16][c:17]3[c:18]2[cH:19][cH:20][cH:21][cH:22]3)[c:6]([OH:8])[cH:7]1.[K+:38].[K+:39]>>[Cl:1][c:2]1[c:3]([N:23]2[C:24](=[O:33])[c:25]3[cH:26][cH:27][cH:28][cH:29][c:30]3[C:31]2=[O:32])[cH:4][c:5]([S:9](=[O:10])(=[O:11])[N:12]2[CH2:13][CH2:14][CH2:15][CH2:16][c:17]3[c:18]2[cH:19][cH:20][cH:21][cH:22]3)[c:6]([O:8][CH2:41][C:42](=[O:43])[O:44][CH2:45][CH3:46])[cH:7]1. Starting materials: CC(C)(C)N(Cc1ccc(NC(=O)C2CCC3CN2C(=O)N3OS(=O)(=O)O)cc1)C(=O)[O-], ClCCl, O=C(O)C(F)(F)F. Yields the product NCc1ccc(NC(=O)C2CCC3CN2C(=O)N3OS(=O)(=O)O)cc1. As a reaction SMILES: [C:1]([N:5]([C:2](=[O:3])[O-:4])[CH2:9][c:10]1[cH:11][cH:12][c:13]([NH:16][C:17](=[O:18])[CH:19]2[N:20]3[C:21](=[O:32])[N:22]([O:27][S:28](=[O:29])(=[O:30])[OH:31])[CH:23]([CH2:24][CH2:25]2)[CH2:26]3)[cH:14][cH:15]1)([CH3:6])([CH3:7])[CH3:8].[Cl:40][CH2:41][Cl:42].[OH:33][C:34]([C:35]([F:36])([F:37])[F:38])=[O:39]>>[NH2:5][CH2:9][c:10]1[cH:11][cH:12][c:13]([NH:16][C:17](=[O:18])[CH:19]2[N:20]3[C:21](=[O:32])[N:22]([O:27][S:28](=[O:29])(=[O:30])[OH:31])[CH:23]([CH2:24][CH2:25]2)[CH2:26]3)[cH:14][cH:15]1. The reactants are Cl (hydrochloric acid), NC=1C(N(C(N(C1N)CC)=O)CC)=O (5,6-diamino-1,3-diethyl-2,4(1H,3H)-pyrimidinedione), [K+].S(=O)(=O)(O)C1=CC=C(C(=O)[O-])C=C1 (4-sulfobenzoic acid monopotassium salt), C(C)N=C=NCCCN(C)C (Ethyl-3-(3-dimethylaminopropyl)carbodiimide). Run in O (water). Reaction conditions: time 18 hour. Yields the product C(C)N1C(N(C=2N=C(NC2C1=O)C1=CC=C(C=C1)S(=O)(=O)O)CC)=O (4-(1,3-diethyl-2,3,6,7-tetrahydro-2,6-dioxo-1H-purin-8-yl)-benzenesulfonic acid). Yield: 67.6%. Reaction SMILES: [NH2:1][C:2]1[C:3](=[O:14])[N:4]([CH2:12][CH3:13])[C:5](=[O:11])[N:6]([CH2:9][CH3:10])[C:7]=1[NH2:8].[K+].[S:16]([C:20]1[CH:28]=[CH:27][C:23]([C:24]([O-])=O)=[CH:22][CH:21]=1)([OH:19])(=[O:18])=[O:17].C(N=C=NCCCN(C)C)C.Cl>O>[CH2:12]([N:4]1[C:3](=[O:14])[C:2]2[NH:1][C:24]([C:23]3[CH:22]=[CH:21][C:20]([S:16]([OH:19])(=[O:18])=[O:17])=[CH:28][CH:27]=3)=[N:8][C:7]=2[N:6]([CH2:9][CH3:10])[C:5]1=[O:11])[CH3:13] |f:1.2|. Reported procedure: A mixture of 5,6-diamino-1,3-diethyl-2,4(1H,3H)-pyrimidinedione (41.2 g, 0.208 moles), 4-sulfobenzoic acid monopotassium salt (50.0 g, 0.208 moles), and water (250 ml) is prepared, and the pH adjusted to 6.0. Ethyl-3-(3-dimethylaminopropyl)carbodiimide (39.9 g, 0.208 moles) is added in one portion, and the pH of the resulting solution maintained at 5.5±0.5 with the dropwise addition of 4 N hydrochloric acid. When the pH of the solution ceases to rise, the mixture is concentrated on a rotary evap... The reactants are C(C1=CC=CC=C1)N(CC(C)C)C1=C2N=CN(C2=NC=N1)C1OCCCC1 (6-[Benzyl-N-(2-methylpropyl)-amino]-9-tetrahydropyran-2-yl purine), N (ammonia), C(C1=CC=CC=C1)N(CC(C)C)C1=C2N=CN(C2=NC=N1)C1OCCCC1 (6-[Benzyl-N-(2-methylpropyl)-amino]-9-tetrahydropyran-2-yl purine), Cl (hydrogen chloride). Run in O (water). Run at time 8 hour. The product is C(C1=CC=CC=C1)N(CC(C)C)C1=C2NC=NC2=NC=N1 (6-[N-Benzyl-N-(2-methylpropyl)-amino]-purine). Yield: 80.0%. As a reaction SMILES: [CH2:1]([N:8]([C:13]1[N:21]=[CH:20][N:19]=[C:18]2[C:14]=1[N:15]=[CH:16][N:17]2C1CCCCO1)[CH2:9][CH:10]([CH3:12])[CH3:11])[C:2]1[CH:7]=[CH:6][CH:5]=[CH:4][CH:3]=1.Cl.N>O>[CH2:1]([N:8]([C:13]1[N:21]=[CH:20][N:19]=[C:18]2[C:14]=1[NH:15][CH:16]=[N:17]2)[CH2:9][CH:10]([CH3:12])[CH3:11])[C:2]1[CH:3]=[CH:4][CH:5]=[CH:6][CH:7]=1. Procedure: A solution of 17.0 g. (47 mmole) 6-[N-benzyl-N-(2-methylpropyl)-amino]-9-tetrahydropyran-2-ylpurine (compound of Example 1) in 200 ml. saturated ethanolic hydrogen chloride solution is heated under reflux for 10 minutes. After standing overnight, the reaction mixture is diluted with water, adjusted to pH 7 with aqueous ammonia solution and the precipitate filtered off with suction. After recrystallization from aqueous propan-2-ol, there are obtained 10.5 g. of the title compound (80% of theory);...